Dataset: the Open Reaction Database (ORD), a public repository of structured organic reaction records. Task: describe an organic reaction: reactants, conditions, products, and yield Reactants: C(C)(C)(C)OC(=O)N1C(OC[C@@H]1CS(=O)(=O)C=1SC2=C(N1)C=CC=C2)(C)C ((R)-4-(benzothiazole-2-sulfonylmethyl)-2,2-dimethyl-oxazolidine-3-carboxylic acid tert-butyl ester), ClC=1C=C(C=O)C=CC1 (3-chloro-benzaldehyde). Product: C(C)(C)(C)OC(=O)N1C(OC[C@@H]1\C=C\C1=CC(=CC=C1)Cl)(C)C ((S)-4-[(E)-2-(3-Chloro-phenyl)-vinyl]-2,2-dimethyl-oxazolidine-3-carboxylic acid tert-butyl ester). RXN SMILES: [C:1]([O:5][C:6]([N:8]1[C@@H:12]([CH2:13]S(C2SC3C=CC=CC=3N=2)(=O)=O)[CH2:11][O:10][C:9]1([CH3:27])[CH3:26])=[O:7])([CH3:4])([CH3:3])[CH3:2].[Cl:28][C:29]1[CH:30]=[C:31]([CH:34]=[CH:35][CH:36]=1)[CH:32]=O>>[C:1]([O:5][C:6]([N:8]1[C@@H:12](/[CH:13]=[CH:32]/[C:31]2[CH:34]=[CH:35][CH:36]=[C:29]([Cl:28])[CH:30]=2)[CH2:11][O:10][C:9]1([CH3:26])[CH3:27])=[O:7])([CH3:2])([CH3:3])[CH3:4]. Procedure details: In analogy to example 83c. from (R)-4-(benzothiazole-2-sulfonylmethyl)-2,2-dimethyl-oxazolidine-3-carboxylic acid tert-butyl ester and 3-chloro-benzaldehyde. Off-white solid. MS (ISP): 340.2 ([{37Cl}M+H]+), 338.2 ([{35Cl}M+H]+).